The task is: describe an organic reaction: reactants, conditions, products, and yield. This data is from the Open Reaction Database (ORD), a public repository of structured organic reaction records. Starting materials: CC(=O)Cl, Cc1nc2cccc(N)c2c(=O)n1C1CCC(=O)NC1=O, C1CCOC1. Yields the product CC(=O)Nc1cccc2nc(C)n(C3CCC(=O)NC3=O)c(=O)c12. RXN SMILES: [CH3:22][C:23]([Cl:24])=[O:25].[NH2:1][c:2]1[c:3]2[c:4](=[O:21])[n:5]([CH:13]3[C:14](=[O:20])[NH:15][C:16](=[O:19])[CH2:17][CH2:18]3)[c:6]([CH3:12])[n:7][c:8]2[cH:9][cH:10][cH:11]1.[O:26]1[CH2:27][CH2:28][CH2:29][CH2:30]1>>[NH:1]([c:2]1[c:3]2[c:4](=[O:21])[n:5]([CH:13]3[C:14](=[O:20])[NH:15][C:16](=[O:19])[CH2:17][CH2:18]3)[c:6]([CH3:12])[n:7][c:8]2[cH:9][cH:10][cH:11]1)[C:23]([CH3:22])=[O:25]. The reactants are N1(CCOCC1)C(=O)N1CC(CC(C1)C1=CC=C(C=C1)C(F)(F)F)C(N)=S (1-(Morpholin-4-ylcarbonyl)-5-[4-(trifluoromethyl)phenyl]piperidine-3-carbothioamide), BrCC(=O)C1=CC=C(C=C1)Cl (2-bromo-1-(4-chlorophenyl)ethanone). Yields the product ClC1=CC=C(C=C1)C=1N=C(SC1)C1CN(CC(C1)C1=CC=C(C=C1)C(F)(F)F)C(=O)N1CCOCC1 ({(3-[4-(4-Chlorophenyl)-1,3-thiazol-2-yl]-5-[4-(trifluoromethyl)phenyl]piperidin-1-yl}-carbonyl)morpholine). RXN SMILES: [N:1]1([C:7]([N:9]2[CH2:14][CH:13]([C:15]3[CH:20]=[CH:19][C:18]([C:21]([F:24])([F:23])[F:22])=[CH:17][CH:16]=3)[CH2:12][CH:11]([C:25](=[S:27])[NH2:26])[CH2:10]2)=[O:8])[CH2:6][CH2:5][O:4][CH2:3][CH2:2]1.Br[CH2:29][C:30]([C:32]1[CH:37]=[CH:36][C:35]([Cl:38])=[CH:34][CH:33]=1)=O>>[Cl:38][C:35]1[CH:36]=[CH:37][C:32]([C:30]2[N:26]=[C:25]([CH:11]3[CH2:12][CH:13]([C:15]4[CH:20]=[CH:19][C:18]([C:21]([F:22])([F:23])[F:24])=[CH:17][CH:16]=4)[CH2:14][N:9]([C:7]([N:1]4[CH2:6][CH2:5][O:4][CH2:3][CH2:2]4)=[O:8])[CH2:10]3)[S:27][CH:29]=2)=[CH:33][CH:34]=1. Reported procedure: 100 mg (0.224 mmol) of 1-(morpholin-4-ylcarbonyl)-5-[4-(trifluoromethyl)phenyl]piperidine-3-carbothioamide (Example 53A) and 63 mg (0.269 mmol) of 2-bromo-1-(4-chlorophenyl)ethanone were reacted according to the General Method 3. Yield: 15 mg (12% of theory) The reactants are COC1=C(C=CC(=C1)C(C)C)N(C(C)=O)S(=O)(=O)C1=CC=CC=C1 (2-(N-acetyl-phenylsulfonylamino)-5-isopropylphenyl methyl ether), O (water). The solvent is C(Cl)Cl (methylene chloride), B(Br)(Br)Br (boron tribromide). Conditions: temperature 10 celsius, time 5 hour. Yields the product C(C)(=O)N(C1=C(C=C(C=C1)C(C)C)O)S(=O)(=O)C1=CC=CC=C1 (2-(N-acetyl-phenylsulfonylamino)-5-isopropylphenol). The yield is 70.8%. Reaction SMILES: C[O:2][C:3]1[CH:8]=[C:7]([CH:9]([CH3:11])[CH3:10])[CH:6]=[CH:5][C:4]=1[N:12]([S:16]([C:19]1[CH:24]=[CH:23][CH:22]=[CH:21][CH:20]=1)(=[O:18])=[O:17])[C:13](=[O:15])[CH3:14].O>C(Cl)Cl.B(Br)(Br)Br>[C:13]([N:12]([S:16]([C:19]1[CH:20]=[CH:21][CH:22]=[CH:23][CH:24]=1)(=[O:17])=[O:18])[C:4]1[CH:5]=[CH:6][C:7]([CH:9]([CH3:11])[CH3:10])=[CH:8][C:3]=1[OH:2])(=[O:15])[CH3:14]. Procedure: To a solution of 2-(N-acetyl-phenylsulfonylamino)-5-isopropylphenyl methyl ether (2.28 g; prepared in Reference Example 40.) in methylene chloride (15 ml), boron tribromide (1.36 ml) was added at 0° C. The mixture was stirred for 5 hours at 10° C. The reaction mixture was poured into iced water, extracted with ethyl acetate. The organic layer was washed, dried over and concentrated. The residue was purified on silica gel column chromatography (benzene:AcOEt=23:2) and recrystallized from AcOEt-he... Reactants: Cl (hydrogen chloride), CC=1N=C(SC1C1=NC=CC(=C1)C)NC(=S)N (N-(4-methyl-5-(4-methylpyridin-2-yl)thiazol-2-yl)thiourea), C(C)(=O)OCC (Ethyl acetate). The solvent is O1CCOCC1 (1,4-dioxane), ICC (iodoethane), CN(C=O)C (N,N-dimethylformamide). Run at temperature 70 celsius, time 4 hour. The product is Cl.Cl.CC=1N=C(SC1C1=NC=CC(=C1)C)NC(SCC)=N (N-(4-methyl-5-(4-methylpyridin-2-yl)thiazol-2-yl)-S-ethylisothiourea dihydrochloride). RXN SMILES: [CH3:1][C:2]1[N:3]=[C:4]([NH:14][C:15]([NH2:17])=[S:16])[S:5][C:6]=1[C:7]1[CH:12]=[C:11]([CH3:13])[CH:10]=[CH:9][N:8]=1.[ClH:18].[C:19](OCC)(=O)[CH3:20]>CN(C)C=O.O1CCOCC1.ICC>[ClH:18].[ClH:18].[CH3:1][C:2]1[N:3]=[C:4]([NH:14][C:15](=[NH:17])[S:16][CH2:19][CH3:20])[S:5][C:6]=1[C:7]1[CH:12]=[C:11]([CH3:13])[CH:10]=[CH:9][N:8]=1 |f:6.7.8|. Procedure: To a suspension of N-(4-methyl-5-(4-methylpyridin-2-yl)thiazol-2-yl)thiourea (529 mg) in N,N-dimethylformamide (10 ml) were added a solution of hydrogen chloride in 1,4-dioxane (4N, 1 ml) and iodoethane (0.8 ml), and the mixture was stirred at 70° C. for 4 hours. Ethyl acetate (100 ml) was added to the mixture, and the mixture was cooled. The precipitate was collected by filtration and purified by column chromatography (silica gel, triethylamine:methanol:dichloromethane=1:2:100). The combined fr... The reactants are O=C([O-])[O-], CC(=O)[O-], COc1ccnc(CCc2nc3cc(I)cnc3[nH]2)c1, CNS(=O)(=O)c1ccc(Br)cc1, [Cl-], [K+], [K+], [K+], [Li+], C1COCCO1, O. Product: CNS(=O)(=O)c1ccc(-c2cnc3[nH]c(CCc4cc(OC)ccn4)nc3c2)cc1. Reaction SMILES: [C:38](=[O:39])([O-:40])[O-:41].[CH3:14][C:15](=[O:16])[O-:17].[CH3:18][O:19][c:20]1[cH:21][c:22]([CH2:26][CH2:27][c:28]2[n:29][c:30]3[c:31]([n:32][cH:33][c:34]([I:36])[cH:35]3)[nH:37]2)[n:23][cH:24][cH:25]1.[CH3:1][NH:2][S:3](=[O:4])(=[O:5])[c:6]1[cH:7][cH:8][c:9]([Br:12])[cH:10][cH:11]1.[Cl-:45].[K+:13].[K+:42].[K+:43].[Li+:44].[O:46]1[CH2:47][CH2:48][O:49][CH2:50][CH2:51]1.[OH2:52]>>[CH3:1][NH:2][S:3](=[O:4])(=[O:5])[c:6]1[cH:7][cH:8][c:9](-[c:34]2[cH:33][n:32][c:31]3[c:30]([n:29][c:28]([CH2:27][CH2:26][c:22]4[cH:21][c:20]([O:19][CH3:18])[cH:25][cH:24][n:23]4)[nH:37]3)[cH:35]2)[cH:10][cH:11]1. As a reaction SMILES: [NH2:1][C@H:2]1[CH2:7][CH2:6][N:5]([C:8]([O:10][C:11]([CH3:14])([CH3:13])[CH3:12])=[O:9])[CH2:4][C@H:3]1[O:15][CH3:16].[CH2:17]([C:19]1[NH:23][C:22]([C:24](O)=[O:25])=[N:21][C:20]=1[C:27]([F:30])([F:29])[F:28])[CH3:18].CCN=C=NCCCN(C)C.Cl.C1C=CC2N(O)N=NC=2C=1>>[CH2:17]([C:19]1[NH:23][C:22]([C:24]([NH:1][C@H:2]2[CH2:7][CH2:6][N:5]([C:8]([O:10][C:11]([CH3:12])([CH3:13])[CH3:14])=[O:9])[CH2:4][C@H:3]2[O:15][CH3:16])=[O:25])=[N:21][C:20]=1[C:27]([F:29])([F:30])[F:28])[CH3:18] |f:2.3|. Procedure: The same operation as in Example (1g) was performed using tert-butyl cis(±)-4-amino-3-methoxypiperidine-1-carboxylate obtained by the method described in Example (1e) (0.26 g, 1.13 mmol), 5-ethyl-4-(trifluoromethyl)-1H-imidazole-2-carboxylic acid obtained in Example (39e) (117.5 mg, 0.56 mmol), WSC hydrochloride (0.38 g, 1.98 mmol) and HOBT (76 mg, 0.56 mmol), to obtain 0.19 g of the title compound as a white foamy substance (79%). The product is C(C)C1=C(N=C(N1)C(=O)N[C@@H]1[C@@H](CN(CC1)C(=O)OC(C)(C)C)OC)C(F)(F)F (tert-Butyl cis(±)-4-{[(5-ethyl-4-trifluoromethyl-1H-imidazol-2-yl)carbonyl]amino}-3-methoxypiperidine-1-carboxylate). The reactants are N[C@@H]1[C@@H](CN(CC1)C(=O)OC(C)(C)C)OC (tert-butyl cis(±)-4-amino-3-methoxypiperidine-1-carboxylate), CCN=C=NCCCN(C)C.Cl (WSC hydrochloride), C=1C=CC2=C(C1)N=NN2O (HOBT), N[C@@H]1[C@@H](CN(CC1)C(=O)OC(C)(C)C)OC (tert-Butyl cis(±)-4-amino-3-methoxypiperidine-1-carboxylate), C(C)C1=C(N=C(N1)C(=O)O)C(F)(F)F (5-Ethyl-4-(trifluoromethyl)-1H-imidazole-2-carboxylic acid).